Dataset: the Open Reaction Database (ORD), a public repository of structured organic reaction records. Task: describe an organic reaction: reactants, conditions, products, and yield The reactants are BrBr (bromine), C1=CCCC1 (cyclopentene), C(C)(=O)O[C@H]1[C@H](SC2=CC=CC=C2)O[C@@H]([C@@H]([C@@H]1N=[N+]=[N-])OC(C)=O)COC(C)=O (Phenyl 2,4,6-tri-O-acetyl-3-azido-3-deoxy-1-thio-β-D-galactopyranoside), CCCCCCC (heptane). The solvent is C(Cl)Cl (CH2Cl2), CCOC(=O)C (EtOAc). Yields the product C(C)(=O)O[C@H]1[C@H](O[C@@H]([C@@H]([C@@H]1N=[N+]=[N-])OC(C)=O)COC(C)=O)Br (2,4,6-tri-O-acetyl-3-azido-3-deoxy-α-D-galactopyranosyl bromide). RXN SMILES: [C:1]([O:4][C@@H:5]1[C@@H:17]([N:18]=[N+:19]=[N-:20])[C@@H:16]([O:21][C:22](=[O:24])[CH3:23])[C@@H:15]([CH2:25][O:26][C:27](=[O:29])[CH3:28])[O:14][C@H:6]1SC1C=CC=CC=1)(=[O:3])[CH3:2].[Br:30]Br.CCCCCCC.C1CCCC=1>C(Cl)Cl.CCOC(C)=O>[C:1]([O:4][C@@H:5]1[C@@H:17]([N:18]=[N+:19]=[N-:20])[C@@H:16]([O:21][C:22](=[O:24])[CH3:23])[C@@H:15]([CH2:25][O:26][C:27](=[O:29])[CH3:28])[O:14][C@@H:6]1[Br:30])(=[O:3])[CH3:2]. Procedure details: Compound 7 (237.4 mg, 560 μmol) was dissolved in dry CH2Cl2 (2 mL), and bromine (32 μl, 620 μmol) was added. The reaction was monitored by TLC (heptane:EtOAc, 1:1). When the reaction was complete, a small amount of cyclopentene was added to the reaction mixture to remove the rests of Br2. The mixture was concentrated under reduced pressure and purified by quick Flash chromatography (Eluent: 500 mL heptane:EtOAc, 2:1). Starting materials: O=C([O-])[O-], Fc1ccc(C(CCCN2CCN(CC3CO3)CC2)c2ccc(F)cc2)cc1, [K+], [K+], NCc1ccccc1, CN(C)C=O. Product: OC(CNCc1ccccc1)CN1CCN(CCCC(c2ccc(F)cc2)c2ccc(F)cc2)CC1. Reaction SMILES: [C:37](=[O:38])([O-:39])[O-:40].[F:1][c:2]1[cH:3][cH:4][c:5]([CH:8]([CH2:9][CH2:10][CH2:11][N:12]2[CH2:13][CH2:14][N:15]([CH2:18][CH:19]3[CH2:20][O:21]3)[CH2:16][CH2:17]2)[c:22]2[cH:23][cH:24][c:25]([F:28])[cH:26][cH:27]2)[cH:6][cH:7]1.[K+:41].[K+:42].[NH2:29][CH2:30][c:31]1[cH:32][cH:33][cH:34][cH:35][cH:36]1.[O:43]=[CH:44][N:45]([CH3:46])[CH3:47]>>[F:1][c:2]1[cH:3][cH:4][c:5]([CH:8]([CH2:9][CH2:10][CH2:11][N:12]2[CH2:13][CH2:14][N:15]([CH2:18][CH:19]([CH2:20][NH:29][CH2:30][c:31]3[cH:32][cH:33][cH:34][cH:35][cH:36]3)[OH:21])[CH2:16][CH2:17]2)[c:22]2[cH:23][cH:24][c:25]([F:28])[cH:26][cH:27]2)[cH:6][cH:7]1. The reactants are C(=O)(OC)C=1N(S(C2=C(C1O)SC1=C2C=CC=C1)(=O)=O)C (3-carbomethoxy-4-hydroxy-2-methyl-2H-[1]benzothieno[2,3-e]-1,2-thiazine 1,1-dioxide), NC1=NC=CC=C1 (2-aminopyridine), C=1(C(=CC=CC1)C)C (xylene). Solvent: CO (methanol). Reaction conditions: time 6 hour. Product: OC1=C(N(S(C2=C1SC1=C2C=CC=C1)(=O)=O)C)C(=O)NC1=NC=CC=C1 (4-hydroxy-2-methyl-N-(2-pyridyl)-2H-[1]benzothieno[2,3-e]-1,2-thiazine-3-carboxamide 1,1-dioxide). Reaction SMILES: [C:1]([C:5]1[N:6]([CH3:21])[S:7](=[O:20])(=[O:19])[C:8]2[C:14]3[CH:15]=[CH:16][CH:17]=[CH:18][C:13]=3[S:12][C:9]=2[C:10]=1[OH:11])(OC)=[O:2].[NH2:22][C:23]1[CH:28]=[CH:27][CH:26]=[CH:25][N:24]=1.C1(C)C(C)=CC=CC=1>CO>[OH:11][C:10]1[C:9]2[S:12][C:13]3[CH:18]=[CH:17][CH:16]=[CH:15][C:14]=3[C:8]=2[S:7](=[O:19])(=[O:20])[N:6]([CH3:21])[C:5]=1[C:1]([NH:22][C:23]1[CH:28]=[CH:27][CH:26]=[CH:25][N:24]=1)=[O:2]. Procedure details: 5 g. of 3-carbomethoxy-4-hydroxy-2-methyl-2H-[1]benzothieno[2,3-e]-1,2-thiazine 1,1-dioxide and 3 g. of 2-aminopyridine are treated with 150 ml. of a xylene isomer mixture and heated so that the resulting methanol distils off azeotropically. After 6 hours, the mixture is left to cool to room temperature. The cyrstals obtained are filtered off under suction and washed with a xylene mixture. After recrystallization from dimethylformamide and addition of methanol, there is obtained 4-hydroxy-2-meth... Starting materials: FC(C=1C=C(C=C(C1)C(F)(F)F)[C@@H]1[C@@H](N(C(O1)=O)CC1=C(C=CC(=C1)C(F)(F)F)CBr)C)(F)F ((4S,5R)-5-[3,5-bis(trifluoromethyl)phenyl]-3-[2-(bromomethyl)-5-(trifluoromethyl)benzyl]-4-methyl-1,3-oxazolidin-2-one), C(CC)N.Cl (n—PrNH2.HCl), CCN(C(C)C)C(C)C (i—Pr2NEt). Run in CC#N (MeCN). Conditions: temperature 80 celsius. The product is FC(C=1C=C(C=C(C1)C(F)(F)F)[C@@H]1[C@@H](N(C(O1)=O)CC1=C(C=CC(=C1)C(F)(F)F)CNCCC)C)(F)F ((4S,5R)-5-[3,5-bis(trifluoromethyl)phenyl]-4-methyl-3-[2-[(propylamino)methyl]-5-(trifluoromethyl)benzyl]-1,3-oxazolidin-2-one). RXN SMILES: [F:1][C:2]([F:34])([F:33])[C:3]1[CH:4]=[C:5]([C@H:13]2[O:17][C:16](=[O:18])[N:15]([CH2:19][C:20]3[CH:25]=[C:24]([C:26]([F:29])([F:28])[F:27])[CH:23]=[CH:22][C:21]=3[CH2:30]Br)[C@H:14]2[CH3:32])[CH:6]=[C:7]([C:9]([F:12])([F:11])[F:10])[CH:8]=1.[CH2:35]([NH2:38])[CH2:36][CH3:37].Cl.CCN(C(C)C)C(C)C>CC#N>[F:1][C:2]([F:34])([F:33])[C:3]1[CH:4]=[C:5]([C@H:13]2[O:17][C:16](=[O:18])[N:15]([CH2:19][C:20]3[CH:25]=[C:24]([C:26]([F:29])([F:28])[F:27])[CH:23]=[CH:22][C:21]=3[CH2:30][NH:38][CH2:35][CH2:36][CH3:37])[C@H:14]2[CH3:32])[CH:6]=[C:7]([C:9]([F:12])([F:11])[F:10])[CH:8]=1 |f:1.2|. Procedure: To a solution of (4S,5R)-5-[3,5-bis(trifluoromethyl)phenyl]-3-[2-(bromomethyl)-5-(trifluoromethyl)benzyl]-4-methyl-1,3-oxazolidin-2-one (27 mg, 0.0479 mmol) in MeCN (0.5 mL) was added n—PrNH2.HCl (5.5 mg, 0.0575 mmol) and i—Pr2NEt (20.8 μL, 0.120 mmol). The solution was heated at 80° C. for 16 hours. The reaction was then cooled to room temperature and purified by reverse-phase chromatography (C-18, 10 to 95% MeCN/water with 0.1% TFA). The fractions containing the desired product were lyophilize... As a reaction SMILES: [Br:1][CH2:2][c:3]1[c:4]([C:8](=[O:9])[O:10][CH3:11])[s:5][cH:6][cH:7]1.[C:12](=[O:13])([O-:14])[O-:15].[K+:16].[K+:17].[O:32]=[CH:33][N:34]([CH3:35])[CH3:36].[OH:18][c:19]1[cH:20][cH:21][c:22]([S:25][CH2:26][C:27](=[O:28])[O:29][CH2:30][CH3:31])[cH:23][cH:24]1>>[CH2:2]([c:3]1[c:4]([C:8](=[O:9])[O:10][CH3:11])[s:5][cH:6][cH:7]1)[O:18][c:19]1[cH:20][cH:21][c:22]([S:25][CH2:26][C:27](=[O:28])[O:29][CH2:30][CH3:31])[cH:23][cH:24]1. The product is CCOC(=O)CSc1ccc(OCc2ccsc2C(=O)OC)cc1. The reactants are COC(=O)c1sccc1CBr, O=C([O-])[O-], [K+], [K+], CN(C)C=O, CCOC(=O)CSc1ccc(O)cc1.